From a dataset of the Open Reaction Database (ORD), a public repository of structured organic reaction records. describe an organic reaction: reactants, conditions, products, and yield Reactants: C(CCC)C=1C(C(=CNC1)C(=O)OCC)=O (Ethyl 5-n-butyl-4-oxo-1,4-dihydropyridine-3-carboxylate), P(=O)(Cl)(Cl)Cl (phosphorous oxychloride). The product is C(CCC)C=1C(=C(C=NC1)C(=O)OCC)Cl (Ethyl 5-n-butyl-4-chloropyridine-3-carboxylate). RXN SMILES: [CH2:1]([C:5]1[C:6](=O)[C:7]([C:11]([O:13][CH2:14][CH3:15])=[O:12])=[CH:8][NH:9][CH:10]=1)[CH2:2][CH2:3][CH3:4].P(Cl)(Cl)([Cl:19])=O>>[CH2:1]([C:5]1[C:6]([Cl:19])=[C:7]([C:11]([O:13][CH2:14][CH3:15])=[O:12])[CH:8]=[N:9][CH:10]=1)[CH2:2][CH2:3][CH3:4]. Reported procedure: Ethyl 5-n-butyl-4-oxo-1,4-dihydropyridine-3-carboxylate (prepared as described by M. Balogh, et al. in J. Heterocyclic Chem., 17, 359-368 (1980)) is refluxed in phosphorous oxychloride to give the title compound. The reactants are [Al+3], [H-], [H-], [H-], [H-], [Li+], C1CCOC1, [N-]=[N+]=NCC(O)CSc1ccccc1. Yields the product NCC(O)CSc1ccccc1. Reaction SMILES: [Al+3:16].[H-:15].[H-:18].[H-:19].[H-:20].[Li+:17].[O:21]1[CH2:22][CH2:23][CH2:24][CH2:25]1.[c:1]1([S:7][CH2:8][CH:9]([CH2:10][N:11]=[N+:12]=[N-:13])[OH:14])[cH:2][cH:3][cH:4][cH:5][cH:6]1>>[c:1]1([S:7][CH2:8][CH:9]([CH2:10][NH2:11])[OH:14])[cH:2][cH:3][cH:4][cH:5][cH:6]1. The reactants are [Cl-].[NH4+] (ammonium chloride), C(CC)S(=O)(=O)C1=C(C=CC=C1)N (2-(Propane-1-sulfonyl)-phenylamine), [H-].[Na+] (sodium hydride), ClC1=NC=C(C(=N1)Cl)Cl (2,4,5-trichloropyrimidine). Run in O (water), CN(C=O)C (N,N-dimethylformamide). Yields the product ClC1=NC=C(C(=N1)NC1=C(C=CC=C1)S(=O)(=O)CCC)Cl ((2,5-Dichloro-pyrimidin-4-yl)-[2-(propane-1-sulfonyl)-phenyl]-amine). RXN SMILES: [CH2:1]([S:4]([C:7]1[CH:12]=[CH:11][CH:10]=[CH:9][C:8]=1[NH2:13])(=[O:6])=[O:5])[CH2:2][CH3:3].[H-].[Na+].[Cl:16][C:17]1[N:22]=[C:21](Cl)[C:20]([Cl:24])=[CH:19][N:18]=1.[Cl-].[NH4+]>O.CN(C)C=O>[Cl:16][C:17]1[N:22]=[C:21]([NH:13][C:8]2[CH:9]=[CH:10][CH:11]=[CH:12][C:7]=2[S:4]([CH2:1][CH2:2][CH3:3])(=[O:6])=[O:5])[C:20]([Cl:24])=[CH:19][N:18]=1 |f:1.2,4.5|. Procedure details: To a solution of 2-(Propane-1-sulfonyl)-phenylamine (3.69 g, 18.5 mmol) of N,N-dimethylformamide (40 mL), sodium hydride (1.48 g, 37 mmol) is added portionwise at 0° C. After stirring, 2,4,5-trichloropyrimidine (2.1 mL, 18.5 mmol) is added. The mixture is stirred at 0° C. for 30 minutes and is further stirred at room temperature for 7 hrs. After adding saturated aqueous ammonium chloride, the mixture is poured into water and extracted twice with ethyl acetate. The organic layer is washed with br... Reactants: C1CCOC1, C[Si](C)(C)CCOCCl, CC(C)(C)[O-], [K+], CN(C)C=O, Oc1cccnc1. Yields the product C[Si](C)(C)CCOCOc1cccnc1. RXN SMILES: [CH2:28]1[O:29][CH2:30][CH2:31][CH2:32]1.[CH3:14][Si:15]([CH2:16][CH2:17][O:18][CH2:19][Cl:20])([CH3:21])[CH3:22].[CH3:1][C:2]([CH3:3])([O-:4])[CH3:5].[K+:6].[O:23]=[CH:24][N:25]([CH3:26])[CH3:27].[OH:7][c:8]1[cH:9][n:10][cH:11][cH:12][cH:13]1>>[O:7]([c:8]1[cH:9][n:10][cH:11][cH:12][cH:13]1)[CH2:19][O:18][CH2:17][CH2:16][Si:15]([CH3:14])([CH3:21])[CH3:22]. Starting materials: C(C)(C)(C)OC(=O)N[C@H]1COCC[C@H]1NC1=C(C2=C(C(=N1)Cl)C(N(C2)C(=O)OC(C)(C)C)=O)F (tert-butyl 6-((3R,4R)-3-(tert-butoxycarbonylamino)tetrahydro-2H-pyran-4-ylamino)-4-chloro-7-fluoro-3-oxo-1H-pyrrolo[3,4-c]pyridine-2(3H)-carboxylate), CN1N=C(C2=C1SC(=C2)[Sn](CCCC)(CCCC)CCCC)C (1,3-dimethyl-5-(tributylstannyl)-1H-thieno[2,3-c]pyrazole). Reagents/catalysts: C=1C=CC(=CC1)[P](C=2C=CC=CC2)(C=3C=CC=CC3)[Pd]([P](C=4C=CC=CC4)(C=5C=CC=CC5)C=6C=CC=CC6)([P](C=7C=CC=CC7)(C=8C=CC=CC8)C=9C=CC=CC9)[P](C=1C=CC=CC1)(C=1C=CC=CC1)C=1C=CC=CC1 (tetrakis(triphenylphosphine)palladium(0)). Solvent: C1(=CC=CC=C1)C (toluene). Conditions: temperature 120 celsius. Yields the product C(C)(C)(C)OC(=O)N[C@H]1COCC[C@H]1NC1=C(C2=C(C(=N1)C1=CC3=C(N(N=C3C)C)S1)C(N(C2)C(=O)OC(C)(C)C)=O)F (tert-butyl 6-(((3R,4R)-3-((tert-butoxycarbonyl)amino)tetrahydro-2H-pyran-4-yl)amino)-4-(1,3-dimethyl-1H-thieno[2,3-c]pyrazol-5-yl)-7-fluoro-3-oxo-1H-pyrrolo[3,4-c]pyridine-2(3H)-carboxylate). RXN SMILES: [C:1]([O:5][C:6]([NH:8][C@@H:9]1[C@H:14]([NH:15][C:16]2[N:21]=[C:20](Cl)[C:19]3[C:23](=[O:33])[N:24]([C:26]([O:28][C:29]([CH3:32])([CH3:31])[CH3:30])=[O:27])[CH2:25][C:18]=3[C:17]=2[F:34])[CH2:13][CH2:12][O:11][CH2:10]1)=[O:7])([CH3:4])([CH3:3])[CH3:2].[CH3:35][N:36]1[C:40]2[S:41][C:42]([Sn](CCCC)(CCCC)CCCC)=[CH:43][C:39]=2[C:38]([CH3:57])=[N:37]1>C1(C)C=CC=CC=1.C1C=CC([P]([Pd]([P](C2C=CC=CC=2)(C2C=CC=CC=2)C2C=CC=CC=2)([P](C2C=CC=CC=2)(C2C=CC=CC=2)C2C=CC=CC=2)[P](C2C=CC=CC=2)(C2C=CC=CC=2)C2C=CC=CC=2)(C2C=CC=CC=2)C2C=CC=CC=2)=CC=1>[C:1]([O:5][C:6]([NH:8][C@@H:9]1[C@H:14]([NH:15][C:16]2[N:21]=[C:20]([C:42]3[S:41][C:40]4[N:36]([CH3:35])[N:37]=[C:38]([CH3:57])[C:39]=4[CH:43]=3)[C:19]3[C:23](=[O:33])[N:24]([C:26]([O:28][C:29]([CH3:32])([CH3:31])[CH3:30])=[O:27])[CH2:25][C:18]=3[C:17]=2[F:34])[CH2:13][CH2:12][O:11][CH2:10]1)=[O:7])([CH3:4])([CH3:3])[CH3:2] |^1:68,70,89,108|. Procedure details: A mixture of tert-butyl 6-((3R,4R)-3-(tert-butoxycarbonylamino)tetrahydro-2H-pyran-4-ylamino)-4-chloro-7-fluoro-3-oxo-1H-pyrrolo[3,4-c]pyridine-2(3H)-carboxylate (200 mg, 0.399 mmol), 1,3-dimethyl-5-(tributylstannyl)-1H-thieno[2,3-c]pyrazole (352 mg, 0.798 mmol) and tetrakis(triphenylphosphine)palladium(0) (231 mg, 0.200 mmol) in toluene (3 mL) was heated to 120° C. in a Biotage Initiator microwave for 30 minutes. The mixture was concentrated to give the intermediate, tert-butyl 6-(((3R,4R)-3-((... Reactants: O (water), COC1=CC=C2C(=NNC(C2=C1)=O)C1=CC=CC=C1 (7-Methoxy-4-phenyl-2H-phthalazin-1-one), P(=O)(Cl)(Cl)Cl (phosphoryl chloride), [OH-].[Na+] (sodium hydroxide). Run at temperature 80 celsius. Yields the product ClC1=NN=C(C2=CC=C(C=C12)OC)C1=CC=CC=C1 (4-Chloro-6-methoxy-1-phenylphthalazine). RXN SMILES: [CH3:1][O:2][C:3]1[CH:12]=[C:11]2[C:6]([C:7]([C:14]3[CH:19]=[CH:18][CH:17]=[CH:16][CH:15]=3)=[N:8][NH:9][C:10]2=O)=[CH:5][CH:4]=1.O.[OH-].[Na+].P(Cl)(Cl)([Cl:25])=O>>[Cl:25][C:10]1[C:11]2[C:6](=[CH:5][CH:4]=[C:3]([O:2][CH3:1])[CH:12]=2)[C:7]([C:14]2[CH:19]=[CH:18][CH:17]=[CH:16][CH:15]=2)=[N:8][N:9]=1 |f:2.3|. Reported procedure: 7-Methoxy-4-phenyl-2H-phthalazin-1-one (740 mg, 2.9 mmol) is dissolved in 7 mL of phosphoryl chloride. The solution is heated at 80° C. for 2 hours. The reaction medium is cooled to room temperature and then poured slowly into 200 mL of water with stirring. The mixture is then stirred at 5° C., basified with 35% sodium hydroxide solution and then extracted with dichloromethane. The organic phase is washed with water and then with brine and dried over anhydrous sodium sulfate. After filtration an... Reactants: CCCCc1cc(CCC=O)n(Cc2ccccc2)n1, Fc1ccccc1N1CCNCC1. Product: CCCCc1cc(CCCN2CCN(c3ccccc3F)CC2)n(Cc2ccccc2)n1. Reaction SMILES: [CH2:1]([c:2]1[cH:3][cH:4][cH:5][cH:6][cH:7]1)[n:8]1[n:9][c:10]([CH2:17][CH2:18][CH2:19][CH3:20])[cH:11][c:12]1[CH2:13][CH2:14][CH:15]=[O:16].[F:21][c:22]1[c:23]([N:28]2[CH2:29][CH2:30][NH:31][CH2:32][CH2:33]2)[cH:24][cH:25][cH:26][cH:27]1>>[CH2:1]([c:2]1[cH:3][cH:4][cH:5][cH:6][cH:7]1)[n:8]1[n:9][c:10]([CH2:17][CH2:18][CH2:19][CH3:20])[cH:11][c:12]1[CH2:13][CH2:14][CH2:15][N:31]1[CH2:30][CH2:29][N:28]([c:23]2[c:22]([F:21])[cH:27][cH:26][cH:25][cH:24]2)[CH2:33][CH2:32]1. The reactants are COC1=C(C(=C(C(=C1)OCOC)OC)CCCC#CCCCC)OCOC (1,4-dimethoxy-2,5-bis(methoxymethoxy)-3-(4-nonynyl)benzene), COC1=C(C(=C(C(=C1)OCOC)OC)CCCCCCCCCC#C)OCOC (1,4-Dimethoxy-2,5-bis(methoxymethoxy)-3-(10-undecynyl)benzene), Example 30 ( 4 ). Product: COC=1C(C=C(C(C1CCCC#CCCCC)=O)OC)=O (2,5-dimethoxy-3-(4-nonynyl)1,4 -benzoquinone). Reaction SMILES: [CH3:1][O:2][C:3]1[CH:8]=[C:7]([O:9]COC)[C:6]([O:13][CH3:14])=[C:5]([CH2:15][CH2:16][CH2:17][C:18]#[C:19][CH2:20][CH2:21][CH2:22][CH3:23])[C:4]=1[O:24]COC.COC1C=C(OCOC)C(OC)=C(CCCCCCCCCC#C)C=1OCOC>>[CH3:14][O:13][C:6]1[C:7](=[O:9])[CH:8]=[C:3]([O:2][CH3:1])[C:4](=[O:24])[C:5]=1[CH2:15][CH2:16][CH2:17][C:18]#[C:19][CH2:20][CH2:21][CH2:22][CH3:23]. Procedure: 1.0 Gram of 1,4-dimethoxy-2,5-bis(methoxymethoxy)-3-(4-nonynyl)benzene prepared in the abovementioned process (1) was treated for the removal of methoxymethyl group and was oxidized by employed procedures similar to those described in Example 30 (4), there was obtained 530 mg of 2,5-dimethoxy-3-(4-nonynyl)1,4 -benzoquinone. Yellow oily substance.